Dataset: the Open Reaction Database (ORD), a public repository of structured organic reaction records. Task: describe an organic reaction: reactants, conditions, products, and yield The reactants are BrC1=NNC=N1 (3-bromo-1H-1,2,4-triazole), C(=O)([O-])[O-].[Cs+].[Cs+] (Cs2CO3), CS(=O)C (DMSO), IC1=CC=C(C=C1)OC(F)(F)F (1-iodo-4-(trifluoromethoxy)benzene). Reagents/catalysts: [Cu]I (CuI). The solvent is CCOC(=O)C (EtOAc). Run at temperature 100 celsius. The product is BrC1=NN(C=N1)C1=CC=C(C=C1)OC(F)(F)F (3-bromo-1-(4-(trifluoromethoxy)phenyl)-1H-1,2,4-triazole). Yield: 72.6%. Reaction SMILES: [Br:1][C:2]1[N:6]=[CH:5][NH:4][N:3]=1.C([O-])([O-])=O.[Cs+].[Cs+].CS(C)=O.I[C:18]1[CH:23]=[CH:22][C:21]([O:24][C:25]([F:28])([F:27])[F:26])=[CH:20][CH:19]=1>CCOC(C)=O.[Cu]I>[Br:1][C:2]1[N:6]=[CH:5][N:4]([C:18]2[CH:19]=[CH:20][C:21]([O:24][C:25]([F:26])([F:27])[F:28])=[CH:22][CH:23]=2)[N:3]=1 |f:1.2.3|. Reported procedure: To a 250 mL reaction flask was added 3-bromo-1H-1,2,4-triazole (5 g, 33.8 mmol), CuI (0.644 g, 3.38 mmol) and Cs2CO3 (11.01 g, 33.8 mmol). The flask was evacuated/backfilled with nitrogen gas, and then DMSO (33.8 ml) and 1-iodo-4-(trifluoromethoxy)benzene (4.87 g, 16.90 mmol) were added. The reaction mixture was heated to 100° C. for 20 hours (h). The reaction wascooled to room temperature (RT), diluted with EtOAc and filtered through a plug of Celite®. The Celite® was further washed with EtOAc.... The reactants are [BH4-], CCn1cc(N(CCc2ccc(C(F)(F)F)nc2)C(=O)C(=O)c2ccccc2)c(C)n1, CO, [Na+]. Yields the product CCn1cc(N(CCc2ccc(C(F)(F)F)nc2)C(=O)C(O)c2ccccc2)c(C)n1. RXN SMILES: [BH4-:32].[CH2:1]([CH3:2])[n:3]1[n:4][c:5]([CH3:31])[c:6]([N:8]([C:9]([C:10]([c:11]2[cH:12][cH:13][cH:14][cH:15][cH:16]2)=[O:17])=[O:18])[CH2:19][CH2:20][c:21]2[cH:22][n:23][c:24]([C:27]([F:28])([F:29])[F:30])[cH:25][cH:26]2)[cH:7]1.[CH3:34][OH:35].[Na+:33]>>[CH2:1]([CH3:2])[n:3]1[n:4][c:5]([CH3:31])[c:6]([N:8]([C:9]([CH:10]([c:11]2[cH:12][cH:13][cH:14][cH:15][cH:16]2)[OH:17])=[O:18])[CH2:19][CH2:20][c:21]2[cH:22][n:23][c:24]([C:27]([F:28])([F:29])[F:30])[cH:25][cH:26]2)[cH:7]1. Reported procedure: A solution of 26-4 (0.19 g, 0.67 mmol) in THF (5 mL) was cooled to 0° and saturated with NH3 gas. The mixture was stirred at 0° for 4 h, then evaporated and the residue partitioned between EtOAc and sat. NaHCO3. The organic layer was dried filtered and concentrated to give the amino ester 26-5. Reactants: C(C)OC(CCCCC1=NC(=NC=C1)S(=O)(=O)C)=O (5-(2-methanesulfonyl-pyrimidin-4-yl)-pentanoic acid ethyl ester), N (NH3). Conditions: time 4 hour. Yields the product NC1=NC=CC(=N1)CCCCC(=O)O (5-(2-amino-pyrimidin-4-yl)-pentanoic acid). Reaction SMILES: C([O:3][C:4](=[O:19])[CH2:5][CH2:6][CH2:7][CH2:8][C:9]1[CH:14]=[CH:13][N:12]=[C:11](S(C)(=O)=O)[N:10]=1)C.[NH3:20]>C1COCC1>[NH2:20][C:11]1[N:10]=[C:9]([CH2:8][CH2:7][CH2:6][CH2:5][C:4]([OH:3])=[O:19])[CH:14]=[CH:13][N:12]=1. The solvent is C1CCOC1 (THF). Starting materials: CS(C)=O, F, Nc1cc(Cl)cnc1Cl, O=N[N+](=O)[O-]. Yields the product Fc1cc(Cl)cnc1Cl. As a reaction SMILES: [CH3:16][S:17](=[O:18])[CH3:19].[FH:1].[NH2:2][c:3]1[c:4]([Cl:10])[n:5][cH:6][c:7]([Cl:9])[cH:8]1.[O-:11][N+:12]([N:13]=[O:14])=[O:15]>>[F:1][c:3]1[c:4]([Cl:10])[n:5][cH:6][c:7]([Cl:9])[cH:8]1. Reactants: C1(=CC=CC=C1)OC(NC=1C(=NC(=C(C1)CC)C)OC)=O (Phenyl-N-(5-ethyl-2-methoxy-6-methylpyridin-3-yl)carbamate), OC=1C(=C(C=CC1)N1CCNCC1)C (1-(3-hydroxy-2-methylphenyl)piperazine). The product is C(C)C=1C=C(C(=NC1C)OC)NC(=O)N1CCN(CC1)C1=C(C(=CC=C1)O)C (1-[(5-ethyl-2-methoxy-6-methylpyridin-3-yl)aminocarbonyl]-4-(3-hydroxy-2-methylphenyl)piperazine). Isolated yield 54.0%. Reaction SMILES: C1(O[C:8](=[O:21])[NH:9][C:10]2[C:11]([O:19][CH3:20])=[N:12][C:13]([CH3:18])=[C:14]([CH2:16][CH3:17])[CH:15]=2)C=CC=CC=1.[OH:22][C:23]1[C:24]([CH3:35])=[C:25]([N:29]2[CH2:34][CH2:33][NH:32][CH2:31][CH2:30]2)[CH:26]=[CH:27][CH:28]=1>>[CH2:16]([C:14]1[CH:15]=[C:10]([NH:9][C:8]([N:32]2[CH2:31][CH2:30][N:29]([C:25]3[CH:26]=[CH:27][CH:28]=[C:23]([OH:22])[C:24]=3[CH3:35])[CH2:34][CH2:33]2)=[O:21])[C:11]([O:19][CH3:20])=[N:12][C:13]=1[CH3:18])[CH3:17]. Procedure details: Phenyl-N-(5-ethyl-2-methoxy-6-methylpyridin-3-yl)carbamate and 1-(3-hydroxy-2-methylphenyl)piperazine were reacted by the same way with the example 1 to obtain the titled compound. Starting materials: CC(O)C1=NC(=CC=C1)OC1=CC=CC=C1 (methyl (6-phenoxy-2-pyridyl)methanol), CC(O)C1=NC(=CC=C1)OC1=CC=C(C=C1)F (methyl[6-(4-fluorophenoxy)-2-pyridyl]methanol), C1=C(C=CC2=CC=CC=C12)C(C(=O)O)C(C)C (2-(2-naphthyl)-3-methyl-butanoic acid). Yields the product methyl (6-phenoxy-2-pyridyl) methyl 2-(2-naphthyl)-3-methylbutanoate, C1=C(C=CC2=CC=CC=C12)C(C(=O)OC(C1=NC(=CC=C1)OC1=CC=C(C=C1)F)C)C(C)C (methyl[6-(4-fluorophenoxy)-2-pyridyl]methyl 2-(2-naphthyl)-3-methylbutanoate). As a reaction SMILES: CC(C1C=CC=C(OC2C=CC=CC=2)N=1)O.[CH3:17][CH:18]([C:20]1[CH:25]=[CH:24][CH:23]=[C:22]([O:26][C:27]2[CH:32]=[CH:31][C:30]([F:33])=[CH:29][CH:28]=2)[N:21]=1)[OH:19].[CH:34]1[C:43]2[C:38](=[CH:39][CH:40]=[CH:41][CH:42]=2)[CH:37]=[CH:36][C:35]=1[CH:44]([CH:48]([CH3:50])[CH3:49])[C:45](O)=[O:46]>>[CH:34]1[C:43]2[C:38](=[CH:39][CH:40]=[CH:41][CH:42]=2)[CH:37]=[CH:36][C:35]=1[CH:44]([CH:48]([CH3:50])[CH3:49])[C:45]([O:19][CH:18]([CH3:17])[C:20]1[CH:25]=[CH:24][CH:23]=[C:22]([O:26][C:27]2[CH:32]=[CH:31][C:30]([F:33])=[CH:29][CH:28]=2)[N:21]=1)=[O:46]. Procedure: Following the procedure of Example 3, each of methyl (6-phenoxy-2-pyridyl)methanol and methyl[6-(4-fluorophenoxy)-2-pyridyl]methanol is reacted with 2-(2-naphthyl)-3-methyl-butanoic acid to yield methyl (6-phenoxy-2-pyridyl) methyl 2-(2-naphthyl)-3-methylbutanoate and methyl[6-(4-fluorophenoxy)-2-pyridyl]methyl 2-(2-naphthyl)-3-methylbutanoate, respectively.